This data is from the Open Reaction Database (ORD), a public repository of structured organic reaction records. The task is: describe an organic reaction: reactants, conditions, products, and yield Product: CC(C)(CS(=O)(=O)Cl)c1ccccc1. Reaction SMILES: [CH2:24]1[O:25][CH2:26][CH2:27][CH2:28]1.[Cl:3][CH2:4][C:5]([CH3:6])([c:7]1[cH:8][cH:9][cH:10][cH:11][cH:12]1)[CH3:13].[I:2].[Mg:1].[O-:19][P:20](=[O:21])([O-:22])[O-:23].[S:14](=[O:15])(=[O:16])([Cl:17])[Cl:18]>>[CH2:4]([C:5]([CH3:6])([c:7]1[cH:8][cH:9][cH:10][cH:11][cH:12]1)[CH3:13])[S:14](=[O:15])(=[O:16])[Cl:17]. The reactants are C1CCOC1, CC(C)(CCl)c1ccccc1, I, [Mg], O=P([O-])([O-])[O-], O=S(=O)(Cl)Cl.